From a dataset of the Open Reaction Database (ORD), a public repository of structured organic reaction records. describe an organic reaction: reactants, conditions, products, and yield Reported procedure: 4-(4,5-dichloro-2-methyl-2H-pyrazol-3-yloxy)-benzenesulfonamide (77.3 mg, 0.24 mmol) and diphenyl (5-bromo-1,3-thiazol-2-yl)imidodicarbonate (100 mg, 0.24 mmol) were suspended in DMF (0.4 ml). A solution of DBU (0.04 ml, 0.26 mmol) in DMF (0.1 ml) was added dropwise and the clear mixture was shaken for 1.5 h at rt and kept overnight at 4° C. The mixture was acidified using acetic acid (0.2 ml) and diluted with water (0.2 ml) and purified directly using preparative RP(C18)chromatography: lyophili... The reactants are ClC1=C(N(N=C1Cl)C)OC1=CC=C(C=C1)S(=O)(=O)N (4-(4,5-dichloro-2-methyl-2H-pyrazol-3-yloxy)-benzenesulfonamide), C1CCC2=NCCCN2CC1 (DBU), BrC1=CN=C(S1)N(C(=O)OC1=CC=CC=C1)C(=O)OC1=CC=CC=C1 (diphenyl (5-bromo-1,3-thiazol-2-yl)imidodicarbonate), C(C)(=O)O (acetic acid). As a reaction SMILES: [Cl:1][C:2]1[C:6]([Cl:7])=[N:5][N:4]([CH3:8])[C:3]=1[O:9][C:10]1[CH:15]=[CH:14][C:13]([S:16]([NH2:19])(=[O:18])=[O:17])=[CH:12][CH:11]=1.[Br:20][C:21]1[S:25][C:24]([N:26](C(OC2C=CC=CC=2)=O)[C:27](OC2C=CC=CC=2)=[O:28])=[N:23][CH:22]=1.C1CCN2C(=NCCC2)CC1.C(O)(=O)C>CN(C=O)C.O>[Br:20][C:21]1[S:25][C:24]([NH:26][C:27]([NH:19][S:16]([C:13]2[CH:12]=[CH:11][C:10]([O:9][C:3]3[N:4]([CH3:8])[N:5]=[C:6]([Cl:7])[C:2]=3[Cl:1])=[CH:15][CH:14]=2)(=[O:18])=[O:17])=[O:28])=[N:23][CH:22]=1. The solvent is CN(C)C=O (DMF), O (water), CN(C)C=O (DMF). Run at time 1.5 hour. The product is BrC1=CN=C(S1)NC(=O)NS(=O)(=O)C1=CC=C(C=C1)OC1=C(C(=NN1C)Cl)Cl (N-[(5-bromo-1,3-thiazol-2-yl)carbamoyl]-4-[(3,4-dichloro-1-methyl-1H-pyrazol-5-yl)oxy]benzenesulfonamide). The reactants are OC(CN1C(NC2(C1=O)CCNCC2)=O)CO (3-(2,3-Dihydroxypropyl)-1,3,8-triazaspiro[4.5]decane-2,4-dione), O=C1NC2(C(N1)=O)CCN(CC2)C(=O)OC(C)(C)C (tert-butyl 2,4-dioxo-1,3,8-triaza-8-spiro[4.5]decanecarboxylate), epihalohydrin. Product: O=C1NC2(C(N1CC1CO1)=O)CCN(CC2)C(=O)OC(C)(C)C (tert-butyl 2,4-dioxo-3-(2,3-epoxypropyl)-1,3,8-triaza-8-spiro[4.5]decanecarboxylate). Reaction SMILES: O[CH:2]([CH2:16][OH:17])[CH2:3][N:4]1[C:8](=[O:9])[C:7]2([CH2:14][CH2:13][NH:12][CH2:11][CH2:10]2)[NH:6][C:5]1=[O:15].O=C1NC(=O)C2(CCN([C:30]([O:32][C:33]([CH3:36])([CH3:35])[CH3:34])=[O:31])CC2)N1>>[O:15]=[C:5]1[N:4]([CH2:3][CH:2]2[O:17][CH2:16]2)[C:8](=[O:9])[C:7]2([CH2:10][CH2:11][N:12]([C:30]([O:32][C:33]([CH3:36])([CH3:35])[CH3:34])=[O:31])[CH2:13][CH2:14]2)[NH:6]1. Procedure details: 3-(2,3-Dihydroxypropyl)-1,3,8-triazaspiro[4.5]decane-2,4-dione may also be prepared by reaction of tert-butyl 2,4-dioxo-1,3,8-triaza-8-spiro[4.5]decanecarboxylate with an epihalohydrin to give tert-butyl 2,4-dioxo-3-(2,3-epoxypropyl)-1,3,8-triaza-8-spiro[4.5]decanecarboxylate, followed by hydrolysis of the epoxy group and deprotection. The reactants are FC1=CC(=C(C=C1)[N+](=O)[O-])OC(C)C (4-fluoro-1-nitro-2-(propan-2-yloxy)benzene), C[O-].[Na+] (sodium methoxide), 18C6. Solvent: CO (methanol). Conditions: temperature 65 celsius. Yields the product [N+](=O)([O-])C1=C(C=C(C=C1)OC)OC(C)C (1-nitro-4-methoxy-2-(propan-2-yloxy)benzene). Isolated yield 94.3%. RXN SMILES: F[C:2]1[CH:7]=[CH:6][C:5]([N+:8]([O-:10])=[O:9])=[C:4]([O:11][CH:12]([CH3:14])[CH3:13])[CH:3]=1.[CH3:15][O-:16].[Na+]>CO>[N+:8]([C:5]1[CH:6]=[CH:7][C:2]([O:16][CH3:15])=[CH:3][C:4]=1[O:11][CH:12]([CH3:14])[CH3:13])([O-:10])=[O:9] |f:1.2|. Reported procedure: A mixture of 5.0 g of 4-fluoro-1-nitro-2-(propan-2-yloxy)benzene, 4.07 g of sodium methoxide and 200 mg of 18C6 in 100 ml of methanol is heated at 65° C. for 2 h. The mixture is then concentrated and the residue is taken up with a mixture of water and ethyl acetate. The aqueous phase is extracted three times with ethyl acetate. The combined organic phases are dried over anhydrous magnesium sulfate, filtered and then concentrated to dryness under reduced pressure, so as to obtain 5.0 g of 1-nitro...